describe an organic reaction: reactants, conditions, products, and yield From a dataset of the Open Reaction Database (ORD), a public repository of structured organic reaction records. The reactants are C(C)(=O)N1C(C(C2=CC=C(C=C12)C(=O)OC)=C(C1=CC=CC=C1)OCC)=O (1-acetyl-3-(1-ethoxy-1-phenylmethylene)-6-methoxycarbonyl-2-indolinone), NC1=CC=CC=C1 (aniline). Yields the product C1(CCCCC1)C(=O)C1=CC=C(N\C(\C2=CC=CC=C2)=C\2/C(NC3=CC(=CC=C23)C(=O)OC)=O)C=C1 (3-Z-[1-(4-(cyclohexyl-carbonyl)-anilino)-1-phenyl-methylene]-6-methoxycarbonyl-2-indolinone). RXN SMILES: C([N:4]1[C:12]2[C:7](=[CH:8][CH:9]=[C:10]([C:13]([O:15][CH3:16])=[O:14])[CH:11]=2)[C:6](=[C:17](OCC)[C:18]2[CH:23]=[CH:22][CH:21]=[CH:20][CH:19]=2)[C:5]1=[O:27])(=O)C.[NH2:28][C:29]1[CH:34]=[CH:33][CH:32]=[CH:31][CH:30]=1>>[CH:10]1([C:13]([C:32]2[CH:33]=[CH:34][C:29]([NH:28]/[C:17](=[C:6]3\[C:5](=[O:27])[NH:4][C:12]4[C:7]\3=[CH:8][CH:9]=[C:10]([C:13]([O:15][CH3:16])=[O:14])[CH:11]=4)/[C:18]3[CH:23]=[CH:22][CH:21]=[CH:20][CH:19]=3)=[CH:30][CH:31]=2)=[O:14])[CH2:11][CH2:12][CH2:7][CH2:8][CH2:9]1. Procedure: Prepared from 1-acetyl-3-(1-ethoxy-1-phenylmethylene)-6-methoxycarbonyl-2-indolinone and 4cyclohexyl-carbonyl)-aniline Rf value: 0.5 (silica gel, methylene chloride/methanol=10:1) C30H28N2O4